This data is from the Open Reaction Database (ORD), a public repository of structured organic reaction records. The task is: describe an organic reaction: reactants, conditions, products, and yield Reactants: O=C1CCC(N2Cc3c(OCc4ccc(CBr)cc4)cccc3C2=O)C(=O)N1, CC#N, CCN(C(C)C)C(C)C, c1ccc(OC2CCNCC2)cc1. The product is O=C1CCC(N2Cc3c(OCc4ccc(CN5CCC(Oc6ccccc6)CC5)cc4)cccc3C2=O)C(=O)N1. RXN SMILES: [Br:1][CH2:2][c:3]1[cH:4][cH:5][c:6]([CH2:7][O:8][c:9]2[c:10]3[c:14]([cH:15][cH:16][cH:17]2)[C:13](=[O:18])[N:12]([CH:19]2[C:20](=[O:26])[NH:21][C:22](=[O:25])[CH2:23][CH2:24]2)[CH2:11]3)[cH:27][cH:28]1.[CH3:51][C:52]#[N:53].[CH:42]([N:43]([CH2:44][CH3:45])[CH:46]([CH3:47])[CH3:48])([CH3:49])[CH3:50].[O:29]([c:30]1[cH:31][cH:32][cH:33][cH:34][cH:35]1)[CH:36]1[CH2:37][CH2:38][NH:39][CH2:40][CH2:41]1>>[CH2:2]([c:3]1[cH:4][cH:5][c:6]([CH2:7][O:8][c:9]2[c:10]3[c:14]([cH:15][cH:16][cH:17]2)[C:13](=[O:18])[N:12]([CH:19]2[C:20](=[O:26])[NH:21][C:22](=[O:25])[CH2:23][CH2:24]2)[CH2:11]3)[cH:27][cH:28]1)[N:39]1[CH2:38][CH2:37][CH:36]([O:29][c:30]2[cH:31][cH:32][cH:33][cH:34][cH:35]2)[CH2:41][CH2:40]1. Reactants: CC1=NN(C=2NC3=CC=CC=C3C(C21)=S)C2=NC=CC=C2 (3-methyl-1-(2-pyridinyl)-1,9-dihydro-4H-pyrazolo[3,4-b]quinolin-4-thione), ICCC (1-iodopropane), C([O-])([O-])=O.[K+].[K+] (potassium carbonate). Solvent: CN(C=O)C (N,N-dimethylformamide). Yields the product CC1=NN(C2=NC3=CC=CC=C3C(=C21)SCCC)C2=NC=CC=C2 (3-Methyl-4-(propylsulfanyl)-1-(2-pyridinyl)-1H-pyrazolo[3,4-b]quinoline). Isolated yield 83.0%. As a reaction SMILES: [CH3:1][C:2]1[C:14]2[C:13](=[S:15])[C:12]3[C:7](=[CH:8][CH:9]=[CH:10][CH:11]=3)[NH:6][C:5]=2[N:4]([C:16]2[CH:21]=[CH:20][CH:19]=[CH:18][N:17]=2)[N:3]=1.I[CH2:23][CH2:24][CH3:25].C(=O)([O-])[O-].[K+].[K+]>CN(C)C=O>[CH3:1][C:2]1[C:14]2[C:5](=[N:6][C:7]3[C:12]([C:13]=2[S:15][CH2:23][CH2:24][CH3:25])=[CH:11][CH:10]=[CH:9][CH:8]=3)[N:4]([C:16]2[CH:21]=[CH:20][CH:19]=[CH:18][N:17]=2)[N:3]=1 |f:2.3.4|. Reported procedure: A solution of 3-methyl-1-(2-pyridinyl)-1,9-dihydro-4H-pyrazolo[3,4-b]quinolin-4-thione (4.04 g, 13.8 mmol), 1-iodopropane (6.80 mL, 69.7 mmol) and potassium carbonate (3.79 g, 27.5 mmol) in N,N-dimethylformamide (25 mL) was stirred at room temperature for 8 hours. The reaction solvent was evaporated under reduced pressure. Water was added to the residue, and the organic matter was extracted with ethyl acetate. The extract was washed with saturated brine and dried over anhydrous sodium sulfate, a... Starting materials: C(C)(C)(C)C1=CC(=NO1)NC(=O)NC1=CC(=CC=C1)OC1=NC=NC2=CC(=C(C=C12)OC)O (1-(5-tert-butylisoxazol-3-yl)-3-(3-(7-hydroxy-6-methoxyquinazolin-4-yloxy)phenyl)urea), OC1CCN(CC1)C(=O)OC(C)(C)C (tert-butyl 4-hydroxypiperidine-1-carboxylate), C1=CC=C(C=C1)P(C2=CC=CC=C2)C3=CC=CC=C3 (Ph3P), N(=NC(=O)OC(C)(C)C)C(=O)OC(C)(C)C (di t-butyl azodicarboxylate). The solvent is C1CCOC1 (THF). Yields the product C(C)(C)(C)C1=CC(=NO1)NC(NC=1C=C(OC2=NC=NC3=CC(=C(C=C23)OC)OC2CCN(CC2)C(=O)OC(C)(C)C)C=CC1)=O (tert-butyl 4-(4-{3-[3-(5-tert-butylisoxazol-3-yl)ureido]phenoxy}-6-methoxyquinazolin-7-yloxy)piperidine-1-carboxylate), crude product. Reaction SMILES: [C:1]([C:5]1[O:9][N:8]=[C:7]([NH:10][C:11]([NH:13][C:14]2[CH:19]=[CH:18][CH:17]=[C:16]([O:20][C:21]3[C:30]4[C:25](=[CH:26][C:27]([OH:33])=[C:28]([O:31][CH3:32])[CH:29]=4)[N:24]=[CH:23][N:22]=3)[CH:15]=2)=[O:12])[CH:6]=1)([CH3:4])([CH3:3])[CH3:2].O[CH:35]1[CH2:40][CH2:39][N:38]([C:41]([O:43][C:44]([CH3:47])([CH3:46])[CH3:45])=[O:42])[CH2:37][CH2:36]1.C1C=CC(P(C2C=CC=CC=2)C2C=CC=CC=2)=CC=1.N(C(OC(C)(C)C)=O)=NC(OC(C)(C)C)=O>C1COCC1>[C:1]([C:5]1[O:9][N:8]=[C:7]([NH:10][C:11](=[O:12])[NH:13][C:14]2[CH:15]=[C:16]([CH:17]=[CH:18][CH:19]=2)[O:20][C:21]2[C:30]3[C:25](=[CH:26][C:27]([O:33][CH:35]4[CH2:40][CH2:39][N:38]([C:41]([O:43][C:44]([CH3:47])([CH3:46])[CH3:45])=[O:42])[CH2:37][CH2:36]4)=[C:28]([O:31][CH3:32])[CH:29]=3)[N:24]=[CH:23][N:22]=2)[CH:6]=1)([CH3:4])([CH3:2])[CH3:3]. Procedure: Using the procedure described in Example 103A, 1-(5-tert-butylisoxazol-3-yl)-3-[3-(7-hydroxy-6-methoxyquinazolin-4-yloxy)phenyl]urea from Example 95B (0.45 g, 1 mmol) was reacted with tert-butyl 4-hydroxypiperidine-1-carboxylate (0.242 g, 1.2 mmol) in the presence of Ph3P (0.393 g, 1.5 mmol), and di t-butyl azodicarboxylate (0.345 g, 1.5 mmol) in THF (10 mL) at room temperature overnight, to afford tert-butyl 4-(4-{3-[3-(5-tert-butylisoxazol-3-yl)ureido]phenoxy}-6-methoxyquinazolin-7-yloxy)piper...